This data is from the Open Reaction Database (ORD), a public repository of structured organic reaction records. The task is: describe an organic reaction: reactants, conditions, products, and yield Reactants: C(=O)C1=CC=C(C=C1)CC(=O)OC (Methyl 2-(4-formylphenyl)acetate), C(CO)O (ethylene glycol), [Br-].[Br-].[Br-].C(CCC)[N+](CCCC)(CCCC)CCCC.C(CCC)[N+](CCCC)(CCCC)CCCC.C(CCC)[N+](CCCC)(CCCC)CCCC (tetrabutylammonium tribromide). The reagents and catalysts are [Br-].[Br-].[Br-].C(CCC)[N+](CCCC)(CCCC)CCCC.C(CCC)[N+](CCCC)(CCCC)CCCC.C(CCC)[N+](CCCC)(CCCC)CCCC (Tetrabutylammonium tribromide). The solvent is C(OCC)(OCC)OCC (triethyl orthoformate), C(C)(=O)OCC (ethyl acetate). Reaction conditions: time 1 hour. Product: O1C(OCC1)C1=CC=C(C=C1)CC(=O)OC (methyl 2-(4-(1,3-dioxolan-2-yl)phenyl)acetate). As a reaction SMILES: [CH:1]([C:3]1[CH:8]=[CH:7][C:6]([CH2:9][C:10]([O:12][CH3:13])=[O:11])=[CH:5][CH:4]=1)=[O:2].[Br-].[Br-].[Br-].C([N+](CCCC)(CCCC)CCCC)CCC.C([N+](CCCC)(CCCC)CCCC)CCC.C([N+](CCCC)(CCCC)CCCC)CCC.[CH2:68](O)[CH2:69][OH:70]>C(OCC)(OCC)OCC.C(OCC)(=O)C.[Br-].[Br-].[Br-].C([N+](CCCC)(CCCC)CCCC)CCC.C([N+](CCCC)(CCCC)CCCC)CCC.C([N+](CCCC)(CCCC)CCCC)CCC>[O:2]1[CH2:68][CH2:69][O:70][CH:1]1[C:3]1[CH:8]=[CH:7][C:6]([CH2:9][C:10]([O:12][CH3:13])=[O:11])=[CH:5][CH:4]=1 |f:1.2.3.4.5.6,10.11.12.13.14.15|. Procedure details: Methyl 2-(4-formylphenyl)acetate (1.72 g, 9.66 mmol) was dissolved in ethylene glycol (2.3 mL) and triethyl orthoformate (1.8 mL). Tetrabutylammonium tribromide (0.048 g) added and the reaction stirred at RT for 1 hour. Further tetrabutylammonium tribromide (0.434 g) added and the reaction stirred for 1 hour. The reaction mixture was diluted with ethyl acetate and washed with water and brine. The organic phase was dried (magnesium sulfate), filtered and the solvent evaporated at reduced pressure...